This data is from the Open Reaction Database (ORD), a public repository of structured organic reaction records. The task is: describe an organic reaction: reactants, conditions, products, and yield The reactants are Cc1c(-c2cccnc2)n(CCCCCC=O)c2ccccc12, O=[Cr](=O)([O-])O[Cr](=O)(=O)[O-], CN(C)C=O, c1cc[nH+]cc1, c1cc[nH+]cc1. Product: Cc1c(-c2cccnc2)n(CCCCCC(=O)O)c2ccccc12. As a reaction SMILES: [CH:1](=[O:2])[CH2:3][CH2:4][CH2:5][CH2:6][CH2:7][n:8]1[c:9](-[c:18]2[cH:19][n:20][cH:21][cH:22][cH:23]2)[c:10]([CH3:17])[c:11]2[cH:12][cH:13][cH:14][cH:15][c:16]12.[Cr:24](=[O:25])([O:26][Cr:27]([O-:28])(=[O:29])=[O:30])([O-:31])=[O:32].[O:45]=[CH:46][N:47]([CH3:48])[CH3:49].[nH+:33]1[cH:34][cH:35][cH:36][cH:37][cH:38]1.[nH+:39]1[cH:40][cH:41][cH:42][cH:43][cH:44]1>>[C:1](=[O:2])([CH2:3][CH2:4][CH2:5][CH2:6][CH2:7][n:8]1[c:9](-[c:18]2[cH:19][n:20][cH:21][cH:22][cH:23]2)[c:10]([CH3:17])[c:11]2[cH:12][cH:13][cH:14][cH:15][c:16]12)[OH:25].